This data is from the Open Reaction Database (ORD), a public repository of structured organic reaction records. The task is: describe an organic reaction: reactants, conditions, products, and yield The product is NCCCN1CCN(Cc2ccccc2)CC1. Starting materials: O=C1c2ccccc2C(=O)N1CCCN1CCN(Cc2ccccc2)CC1, CCO, NN, O. As a reaction SMILES: [CH2:1]([c:2]1[cH:3][cH:4][cH:5][cH:6][cH:7]1)[N:8]1[CH2:9][CH2:10][N:11]([CH2:14][CH2:15][CH2:16][N:17]2[C:18](=[O:19])[c:20]3[cH:21][cH:22][cH:23][cH:24][c:25]3[C:26]2=[O:27])[CH2:12][CH2:13]1.[CH3:31][CH2:32][OH:33].[NH2:29][NH2:30].[OH2:28]>>[CH2:1]([c:2]1[cH:3][cH:4][cH:5][cH:6][cH:7]1)[N:8]1[CH2:9][CH2:10][N:11]([CH2:14][CH2:15][CH2:16][NH2:17])[CH2:12][CH2:13]1. Reactants: Br, CN(C)CCCOC(=O)c1cc(OCc2ccccc2)c2c(Cl)cc(Cl)cc2n1, CC(=O)O. Product: Br, CN(C)CCCOC(=O)c1cc(=O)c2c(Cl)cc(Cl)cc2[nH]1. RXN SMILES: [BrH:30].[CH2:1]([c:2]1[cH:3][cH:4][cH:5][cH:6][cH:7]1)[O:8][c:9]1[cH:10][c:11]([C:21](=[O:22])[O:23][CH2:24][CH2:25][CH2:26][N:27]([CH3:28])[CH3:29])[n:12][c:13]2[cH:14][c:15]([Cl:20])[cH:16][c:17]([Cl:19])[c:18]12.[CH3:31][C:32](=[O:33])[OH:34]>>[BrH:30].[O:8]=[c:9]1[cH:10][c:11]([C:21](=[O:22])[O:23][CH2:24][CH2:25][CH2:26][N:27]([CH3:28])[CH3:29])[nH:12][c:13]2[cH:14][c:15]([Cl:20])[cH:16][c:17]([Cl:19])[c:18]12. The reactants are C(C=C)N1N=CC2=CC(=CC=C12)Br (1-Allyl-5-bromo-1H-indazole), OO (H2O2), [OH-].[Na+] (NaOH), B1C2CCCC1CCC2 (9-BBN). Solvent: O (H2O), CCOCC (Et2O), C1CCOC1 (THF), C1CCOC1 (THF). Reaction conditions: temperature 0 celsius. Yields the product BrC=1C=C2C=NN(C2=CC1)CCCO (3-(5-Bromoindazol-1-yl)-propan-1-ol). As a reaction SMILES: [CH2:1]([N:4]1[C:12]2[C:7](=[CH:8][C:9]([Br:13])=[CH:10][CH:11]=2)[CH:6]=[N:5]1)[CH:2]=[CH2:3].B1C2CCCC1CCC2.[OH:23]O.[OH-].[Na+]>C1COCC1.O.CCOCC>[Br:13][C:9]1[CH:8]=[C:7]2[C:12](=[CH:11][CH:10]=1)[N:4]([CH2:1][CH2:2][CH2:3][OH:23])[N:5]=[CH:6]2 |f:3.4|. Reported procedure: 1-Allyl-5-bromo-1H-indazole (1s) (0.50 g, 2.1 mmol) was dissolved in 2 mL THF and cooled to 0° C. A solution of 9-BBN in THF (0.5 M solution, 8.9 mL, 4.4 mmol) was then added slowly via syringe under nitrogen and stirring. The reaction was warmed to room temperature over 6.5 hours. Then, a solution of aqueous H2O2 (30% wt. solution; 1.4 mL) in 1 N NaOH (14 mL, 14 mmol) was added slowly to the solution. The reaction was stirred at room temperature overnight, resulting in the formation of a white ... Procedure details: Under a nitrogen atmosphere 1.93 g (9.58 mmol) 4-nitrophenyl chloroformate was added to a solution of 1.17 g (9.58 mmol) 4-dimethylaminopyridine in 50 mL pyridine, stirred for 1.5 h at RT, combined with 3.0 g (9.58 mmol) methyl(R)-3-(4-benzyloxy-3,5-dimethyl-phenyl)-2-hydroxy-propionate and stirred for 20 min at RT. Then 2.35 g (9.58 mmol) 3-piperidin-4-yl-1,3,4,5-tetrahydro-1,3-benzodiazepin-2-one were added and the mixture was stirred for 20 h at RT. The reaction mixture was evaporated down i.... Reagents/catalysts: CN(C1=CC=NC=C1)C (4-dimethylaminopyridine). Yields the product O=C1NC2=C(CCN1C1CCN(CC1)C(=O)O[C@H](CC1=CC(=C(C(=C1)C)OCC1=CC=CC=C1)C)C(=O)OC)C=CC=C2 ((R)-2-(4-benzyloxy-3,5-dimethyl-phenyl)-1-methoxycarbonyl-ethyl 4-(2-oxo-1,2,4,5-tetrahydro-1,3-benzodiazepin-3-yl)-piperidine-1-carboxylate). Starting materials: ClC(=O)OC1=CC=C(C=C1)[N+](=O)[O-] (4-nitrophenyl chloroformate), N1CCC(CC1)N1C(NC2=C(CC1)C=CC=C2)=O (3-piperidin-4-yl-1,3,4,5-tetrahydro-1,3-benzodiazepin-2-one), C(C1=CC=CC=C1)OC1=C(C=C(C=C1C)C[C@H](C(=O)OC)O)C (methyl(R)-3-(4-benzyloxy-3,5-dimethyl-phenyl)-2-hydroxy-propionate). Reaction SMILES: Cl[C:2](OC1C=CC([N+]([O-])=O)=CC=1)=[O:3].[CH2:14]([O:21][C:22]1[C:27]([CH3:28])=[CH:26][C:25]([CH2:29][C@@H:30]([OH:35])[C:31]([O:33][CH3:34])=[O:32])=[CH:24][C:23]=1[CH3:36])[C:15]1[CH:20]=[CH:19][CH:18]=[CH:17][CH:16]=1.[NH:37]1[CH2:42][CH2:41][CH:40]([N:43]2[CH2:49][CH2:48][C:47]3[CH:50]=[CH:51][CH:52]=[CH:53][C:46]=3[NH:45][C:44]2=[O:54])[CH2:39][CH2:38]1>CN(C)C1C=CN=CC=1.N1C=CC=CC=1>[O:54]=[C:44]1[N:43]([CH:40]2[CH2:39][CH2:38][N:37]([C:2]([O:35][C@@H:30]([C:31]([O:33][CH3:34])=[O:32])[CH2:29][C:25]3[CH:24]=[C:23]([CH3:36])[C:22]([O:21][CH2:14][C:15]4[CH:20]=[CH:19][CH:18]=[CH:17][CH:16]=4)=[C:27]([CH3:28])[CH:26]=3)=[O:3])[CH2:42][CH2:41]2)[CH2:49][CH2:48][C:47]2[CH:50]=[CH:51][CH:52]=[CH:53][C:46]=2[NH:45]1. Conditions: time 1.5 hour. The solvent is N1=CC=CC=C1 (pyridine). The reactants are CC(C)(C)OC(=O)NC(CO)CC1CCCCC1, CN(C)C=O, CC(C)OC(=O)N=NC(=O)OC(C)C, O, COC(=O)c1ccc(-c2ccc(O)cc2)cc1, c1ccc(P(c2ccccc2)c2ccccc2)cc1. The product is COC(=O)c1ccc(-c2ccc(OCC(CC3CCCCC3)NC(=O)OC(C)(C)C)cc2)cc1. Reaction SMILES: [C:18]([CH3:19])([CH3:20])([CH3:21])[O:22][C:23](=[O:24])[NH:25][CH:26]([CH2:27][OH:28])[CH2:29][CH:30]1[CH2:31][CH2:32][CH2:33][CH2:34][CH2:35]1.[CH3:69][N:70]([CH3:71])[CH:72]=[O:73].[O:55]=[C:56]([O:57][CH:58]([CH3:59])[CH3:60])[N:61]=[N:62][C:63]([O:64][CH:65]([CH3:66])[CH3:67])=[O:68].[OH2:74].[OH:1][c:2]1[cH:3][cH:4][c:5](-[c:8]2[cH:9][cH:10][c:11]([C:12](=[O:13])[O:14][CH3:15])[cH:16][cH:17]2)[cH:6][cH:7]1.[c:36]1([P:37]([c:38]2[cH:39][cH:40][cH:41][cH:42][cH:43]2)[c:44]2[cH:45][cH:46][cH:47][cH:48][cH:49]2)[cH:50][cH:51][cH:52][cH:53][cH:54]1>>[O:1]([c:2]1[cH:3][cH:4][c:5](-[c:8]2[cH:9][cH:10][c:11]([C:12](=[O:13])[O:14][CH3:15])[cH:16][cH:17]2)[cH:6][cH:7]1)[CH2:27][CH:26]([NH:25][C:23]([O:22][C:18]([CH3:19])([CH3:20])[CH3:21])=[O:24])[CH2:29][CH:30]1[CH2:31][CH2:32][CH2:33][CH2:34][CH2:35]1. The reactants are ClCCCCC1(C(NC2=CC=CC=C12)=O)CC(C)C (3-(4-chlorobutyl)-3-isobutyl-1,3-dihydro-2H-indol-2-one), ClC=1C=C(C=CC1)N1CCNCC1 (1-(3-chlorophenyl)-piperazine). RXN SMILES: [Cl:1][CH2:2][CH2:3][CH2:4][CH2:5][C:6]1([CH2:16][CH:17]([CH3:19])[CH3:18])[C:14]2[C:9](=[CH:10][CH:11]=[CH:12][CH:13]=2)[NH:8][C:7]1=[O:15].[Cl:20][C:21]1[CH:22]=[C:23]([N:27]2[CH2:32][CH2:31][NH:30][CH2:29][CH2:28]2)[CH:24]=[CH:25][CH:26]=1>>[ClH:1].[Cl:20][C:21]1[CH:22]=[C:23]([N:27]2[CH2:32][CH2:31][N:30]([CH2:2][CH2:3][CH2:4][CH2:5][C:6]3([CH2:16][CH:17]([CH3:19])[CH3:18])[C:14]4[C:9](=[CH:10][CH:11]=[CH:12][CH:13]=4)[NH:8][C:7]3=[O:15])[CH2:29][CH2:28]2)[CH:24]=[CH:25][CH:26]=1 |f:2.3|. Yields the product Cl.ClC=1C=C(C=CC1)N1CCN(CC1)CCCCC1(C(NC2=CC=CC=C12)=O)CC(C)C (3-{4-[4-(3-Chlorophenyl)-piperazin-1-yl]-butyl}-3-isobutyl-1,3-dihydro-2H-indol-2-one monohydrochloride). Procedure details: The title compound is prepared according to process H by applying processing method 2 starting from 3-(4-chlorobutyl)-3-isobutyl-1,3-dihydro-2H-indol-2-one and 1-(3-chlorophenyl)-piperazine. Reactants: ClC1=NC=CC=2C(=CC=CC12)S(=O)(=O)N1CC(CCC1)=O (1-(1-chloro-5-isoquinolinesulfonyl)-3-piperidone), Cl.C(CCCCC)N (n-hexylamine hydrochloride), C(#N)[BH3-].[Na+] (sodium cyanoborohydride). Solvent: CO (methanol). Run at temperature 20 celsius, time 15 hour. The product is ClC1=NC=CC=2C(=CC=CC12)S(=O)(=O)N1CC(CCC1)NCCCCCC (1-(1-chloro-5-isoquinolinesulfonyl)-3-hexylaminopiperidine). Reaction SMILES: [Cl:1][C:2]1[C:11]2[CH:10]=[CH:9][CH:8]=[C:7]([S:12]([N:15]3[CH2:20][CH2:19][CH2:18][C:17](=O)[CH2:16]3)(=[O:14])=[O:13])[C:6]=2[CH:5]=[CH:4][N:3]=1.Cl.[CH2:23]([NH2:29])[CH2:24][CH2:25][CH2:26][CH2:27][CH3:28].C([BH3-])#N.[Na+]>CO>[Cl:1][C:2]1[C:11]2[CH:10]=[CH:9][CH:8]=[C:7]([S:12]([N:15]3[CH2:20][CH2:19][CH2:18][CH:17]([NH:29][CH2:23][CH2:24][CH2:25][CH2:26][CH2:27][CH3:28])[CH2:16]3)(=[O:14])=[O:13])[C:6]=2[CH:5]=[CH:4][N:3]=1 |f:1.2,3.4|. Reported procedure: To 50 ml of methanol were added 2.47 g of the thus obtained 1-(1-chloro-5-isoquinolinesulfonyl)-3-piperidone, 1.11 g of n-hexylamine hydrochloride and 0.50 g of sodium cyanoborohydride, followed by stirring at 20° C. for 15 hours. The methanol was removed under reduced pressure, and 50 ml of chloroform was added to the resultant product. Then, the mixture was washed twice with 50 ml each of water and then washed once with 50 ml of a 50% aqueous sodium hydrogencarbonate solution, and dried with a...